From a dataset of the Open Reaction Database (ORD), a public repository of structured organic reaction records. describe an organic reaction: reactants, conditions, products, and yield Starting materials: FC=1C(=NC=C(C1)F)C#N (3,5-difluoropicolinonitrile), II (iodine), C(C)(C)NC(C)C (Diisopropylamine), [Li]CCCC (n-BuLi). Solvent: C1CCOC1 (THF), C1CCOC1 (THF), C1CCOC1 (THF). Run at temperature -78 celsius, time 30 minute. Yields the product FC=1C(=NC=C(C1I)F)C#N (3,5-difluoro-4-iodopicolinonitrile). Reaction SMILES: C(NC(C)C)(C)C.[Li]CCCC.[F:13][C:14]1[C:15]([C:21]#[N:22])=[N:16][CH:17]=[C:18]([F:20])[CH:19]=1.[I:23]I>C1COCC1>[F:13][C:14]1[C:15]([C:21]#[N:22])=[N:16][CH:17]=[C:18]([F:20])[C:19]=1[I:23]. Procedure: Diisopropylamine (5.60 mL, 39.27 mmol) in THF (40 mL) was cooled to 0° C. and n-BuLi (12.56 mL, 31.4 mmol) was added slowly. After 30 minutes, the reaction was cooled to −78° C. and 3,5-difluoropicolinonitrile (4.0 g, 28.6 mmol) in THF (25 mL) was added and the solution was stirred for 30 minutes. A solution of iodine (10.87 g, 42.8 mmol) in THF (35 mL) was cooled to (−78° C.) and added all at once. After about 30 seconds the reaction was quenched with sodium thiosulfate solution (10 mL) and wat...